From a dataset of the Open Reaction Database (ORD), a public repository of structured organic reaction records. describe an organic reaction: reactants, conditions, products, and yield Starting materials: ClC1=CC=C(C=C1)C(=O)C1=CN=CN1C ((4-chlorophenyl)(1-methyl-1H-imidazol-5-yl)methanone), ClC1=CC=C(C=C1)C(=O)C1=CN=CN1C ((4-chlorophenyl)(1-methyl-1H-imidazol-5-yl)methanone), BrC=1C=C2C(=C(C(=NC2=CC1)N(CC)CC)OC1=CC=CC=C1)Cl (6-bromo-4-chloro-N,N-diethyl-3-phenoxyquinolin-2-amine), BrC=1C=C2C(=C(C(=NC2=CC1)N(CC)CC)OC1=CC=CC=C1)Cl (6-bromo-4-chloro-N,N-diethyl-3-phenoxyquinolin-2-amine), C(CCC)[Li] (n-butyllithium). The solvent is O1CCCC1 (tetrahydrofuran). Procedure details: To a solution of 6-bromo-4-chloro-N,N-diethyl-3-phenoxyquinolin-2-amine (525 mg, 1.29 mmol, Intermediate 5, step d) in tetrahydrofuran (12 mL) at −78° C. was added n-butyllithium (1.6 M solution in hexanes, 1.2 mL, 1.94 mmol) dropwise over 1 minute and stirred at this temperature for 5 minutes. To the resulting dark red solution was added (4-chlorophenyl)(1-methyl-1H-imidazol-5-yl)methanone (428 mg, 1.94 mmol, Intermediate 1, step b) and stirred in an ice bath (0° C.) for 0.5 hours. The yellow-o... Reaction SMILES: Br[C:2]1[CH:3]=[C:4]2[C:9](=[CH:10][CH:11]=1)[N:8]=[C:7]([N:12]([CH2:15][CH3:16])[CH2:13][CH3:14])[C:6]([O:17][C:18]1[CH:23]=[CH:22][CH:21]=[CH:20][CH:19]=1)=[C:5]2[Cl:24].C([Li])CCC.[Cl:30][C:31]1[CH:36]=[CH:35][C:34]([C:37]([C:39]2[N:43]([CH3:44])[CH:42]=[N:41][CH:40]=2)=[O:38])=[CH:33][CH:32]=1>O1CCCC1>[Cl:24][C:5]1[C:4]2[C:9](=[CH:10][CH:11]=[C:2]([C:37]([C:34]3[CH:35]=[CH:36][C:31]([Cl:30])=[CH:32][CH:33]=3)([C:39]3[N:43]([CH3:44])[CH:42]=[N:41][CH:40]=3)[OH:38])[CH:3]=2)[N:8]=[C:7]([N:12]([CH2:15][CH3:16])[CH2:13][CH3:14])[C:6]=1[O:17][C:18]1[CH:23]=[CH:22][CH:21]=[CH:20][CH:19]=1. Conditions: time 5 minute. The product is ClC1=C(C(=NC2=CC=C(C=C12)C(O)(C1=CN=CN1C)C1=CC=C(C=C1)Cl)N(CC)CC)OC1=CC=CC=C1 ((4-Chloro-2-(diethylamino)-3-phenoxyquinolin-6-yl)(4-chlorophenyl)(1-methyl-1H-imidazol-5-yl)methanol). Starting materials: ( 50 ), reaction product, N (ammonia), N (ammonia), C(F)(F)(C(F)(F)C(F)(F)C(F)(F)C(F)(F)C(F)(F)F)C#N (C6F13CN), N (ammonia), [OH-].[K+] (KOH), nitrile. The product is FC(C(=O)N)(C(C(C(C(C(F)(F)F)(F)F)(F)F)(F)F)(F)F)F (perfluoroheptanamide). Isolated yield 98.5%. Reaction SMILES: N.[OH-:2].[K+].[C:4]([C:23]#[N:24])([C:7]([C:10]([C:13]([C:16]([C:19]([F:22])([F:21])[F:20])([F:18])[F:17])([F:15])[F:14])([F:12])[F:11])([F:9])[F:8])([F:6])[F:5]>>[F:5][C:4]([F:6])([C:7]([F:9])([F:8])[C:10]([F:12])([F:11])[C:13]([F:15])([F:14])[C:16]([F:17])([F:18])[C:19]([F:20])([F:21])[F:22])[C:23]([NH2:24])=[O:2] |f:1.2|. Procedure: A ten-fold excess, fifty (50) ml, of anhydrous ammonia gas were condensed into a four-neck flask fitted with an agitator, reflux condenser, dropping funnel, thermometer, and a drying tube (filled with solid KOH) which had been cooled in a dry ice/ethanol bath. The ammonia was condensed into the flask via the drying tube. With good agitation and cooling, 60 g of a reaction product (perfluoroheptanonitrile), made in accordance with the technique described in Example 4 for conversion of a perfluoro... Reactants: CC1(C2C(C3=CC(=CC=C3O1)C#N)O2)C ((±)-2,2-dimethyl-1a,7b-dihydro-2H-1,3-dioxa-cyclopropa[a]naphthalene-6-carbonitrile), [N+](=O)([O-])C1=CC=C(C=C1)N1CCNCC1 (1-(4-nitro-phenyl)-piperazine). Yields the product OC1C(OC2=CC=C(C=C2C1N1CCN(CC1)C1=CC=C(C=C1)[N+](=O)[O-])C#N)(C)C (3-Hydroxy-2,2-dimethyl-4-[4-(4-nitro-phenyl)-piperazin-1-yl]-chroman-6-carbonitrile). RXN SMILES: [CH3:1][C:2]1([CH3:15])[O:11][C:10]2[C:5](=[CH:6][C:7]([C:12]#[N:13])=[CH:8][CH:9]=2)[CH:4]2[O:14][CH:3]12.[N+:16]([C:19]1[CH:24]=[CH:23][C:22]([N:25]2[CH2:30][CH2:29][NH:28][CH2:27][CH2:26]2)=[CH:21][CH:20]=1)([O-:18])=[O:17]>>[OH:14][CH:3]1[CH:4]([N:28]2[CH2:29][CH2:30][N:25]([C:22]3[CH:21]=[CH:20][C:19]([N+:16]([O-:18])=[O:17])=[CH:24][CH:23]=3)[CH2:26][CH2:27]2)[C:5]2[C:10](=[CH:9][CH:8]=[C:7]([C:12]#[N:13])[CH:6]=2)[O:11][C:2]1([CH3:15])[CH3:1]. Procedure details: Following the procedure in Example 1, using (±)-2,2-dimethyl-1a,7b-dihydro-2H-1,3-dioxa-cyclopropa[a]naphthalene-6-carbonitrile and 1-(4-nitro-phenyl)-piperazine as starting material, the title compound was prepared as a white solid. Starting materials: ClC1=CC2=C(OCOC3=C(N2CC(CN(C)C)C)C=CC=C3)C=C1 (racemic 2-chloro-12-(3-dimethylamino-2-methylpropyl)-12H-dibenzo[d,g][1,3,6]dioxazocine), C([C@H](O)[C@@H](O)C(=O)O)(=O)O (L(+)-tartaric acid). Solvent: ClCCl (dichloromethane). Product: C(=O)(O)[C@H](O)[C@@H](O)C(=O)O.ClC1=CC2=C(OCOC3=C(N2CC(CN(C)C)C)C=CC=C3)C=C1 ((+)-2-Chloro-12-(3-dimethylamino-2-methylpropyl)-12H-dibenzo[d,g][1,3,6]dioxazocine L(+)-tartrate). The yield is 31.8%. RXN SMILES: [Cl:1][C:2]1[CH:24]=[CH:23][C:5]2[O:6][CH2:7][O:8][C:9]3[CH:22]=[CH:21][CH:20]=[CH:19][C:10]=3[N:11]([CH2:12][CH:13]([CH3:18])[CH2:14][N:15]([CH3:17])[CH3:16])[C:4]=2[CH:3]=1.[C:25]([OH:34])(=[O:33])[C@@H:26]([C@H:28]([C:30]([OH:32])=[O:31])[OH:29])[OH:27]>ClCCl>[C:30]([C@@H:28]([C@H:26]([C:25]([OH:34])=[O:33])[OH:27])[OH:29])([OH:32])=[O:31].[Cl:1][C:2]1[CH:24]=[CH:23][C:5]2[O:6][CH2:7][O:8][C:9]3[CH:22]=[CH:21][CH:20]=[CH:19][C:10]=3[N:11]([CH2:12][CH:13]([CH3:18])[CH2:14][N:15]([CH3:17])[CH3:16])[C:4]=2[CH:3]=1 |f:3.4|. Reported procedure: 34.7 g (0.10 moles) of racemic 2-chloro-12-(3-dimethylamino-2-methylpropyl)-12H-dibenzo[d,g][1,3,6]dioxazocine are dissolved in 165 CM3 of dichloromethane, and 15.0 g (0.10 moles of L(+)-tartaric acid are added to the solution obtained under stirring. The mixture is further stirred for 10 to 12 hours at room temperature. The (+)-base L(+)-tartrate precipitated is filtered and dried. Thus, 15.8 g (63.7%) of (+)-2-Chloro-12-(3-dimethylamino-2-methylpropyl)-12H-dibenzo[d,g][1,3,6]dioxazocine L(+)-t... The reactants are C(C)OC(COC1=C(C=C(C=C1)SC1=CC(=CC(=C1)OC1=NC=C(C=C1)C(F)(F)F)Br)C)=O ({4-[3-Bromo-5-(5-trifluoromethyl-pyridin-2-yloxy)-phenylsulfanyl]-2-methyl-phenoxy}-acetic acid ethyl ester), C(#C)C1=CC=C(C=C1)S(=O)(=O)C (1-Ethynyl-4-methanesulfonyl-benzene), C(C)OC(COC1=C(C=C(C=C1)SC1=CC(=CC(=C1)C#CC1=CC=C(C=C1)CO)OCCC1=CC=C(C=C1)Cl)C)=O ({4-[3-[2-(4-Chloro-phenyl)-ethoxy]-5-(4-hydroxymethyl-phenylethynyl)-phenylsulfanyl]-2-methyl-phenoxy}-acetic acid ethyl ester). The product is C(C)OC(COC1=C(C=C(C=C1)SC1=CC(=CC(=C1)OC1=NC=C(C=C1)C(F)(F)F)C#CC1=CC=C(C=C1)S(=O)(=O)C)C)=O ({4-[3-(4-Methanesulfonyl-phenylethynyl)-5-(5-trifluoromethyl-pyridin-2-yloxy)-phenylsulfanyl]-2-methyl-phenoxy}-acetic Acid Ethyl Ester). RXN SMILES: [CH2:1]([O:3][C:4](=[O:33])[CH2:5][O:6][C:7]1[CH:12]=[CH:11][C:10]([S:13][C:14]2[CH:19]=[C:18]([O:20][C:21]3[CH:26]=[CH:25][C:24]([C:27]([F:30])([F:29])[F:28])=[CH:23][N:22]=3)[CH:17]=[C:16](Br)[CH:15]=2)=[CH:9][C:8]=1[CH3:32])[CH3:2].[C:34]([C:36]1[CH:41]=[CH:40][C:39]([S:42]([CH3:45])(=[O:44])=[O:43])=[CH:38][CH:37]=1)#[CH:35].C(OC(=O)COC1C=CC(SC2C=C(C#CC3C=CC(CO)=CC=3)C=C(OCCC3C=CC(Cl)=CC=3)C=2)=CC=1C)C>>[CH2:1]([O:3][C:4](=[O:33])[CH2:5][O:6][C:7]1[CH:12]=[CH:11][C:10]([S:13][C:14]2[CH:19]=[C:18]([O:20][C:21]3[CH:26]=[CH:25][C:24]([C:27]([F:30])([F:29])[F:28])=[CH:23][N:22]=3)[CH:17]=[C:16]([C:35]#[C:34][C:36]3[CH:37]=[CH:38][C:39]([S:42]([CH3:45])(=[O:44])=[O:43])=[CH:40][CH:41]=3)[CH:15]=2)=[CH:9][C:8]=1[CH3:32])[CH3:2]. Reported procedure: The title product was prepared from {4-[3-Bromo-5-(5-trifluoromethyl-pyridin-2-yloxy)-phenylsulfanyl]-2-methyl-phenoxy}-acetic acid ethyl ester (250 mg; 0.46 mmol) and 1-Ethynyl-4-methanesulfonyl-benzene (249.2 mg; 1.38 mmol) applying the procedure described for {4-[3-[2-(4-Chloro-phenyl)-ethoxy]-5-(4-hydroxymethyl-phenylethynyl)-phenylsulfanyl]-2-methyl-phenoxy}-acetic acid ethyl ester. The crude product was purified by preparative HPLC (method B). Yield: 168 mg (57%). HPLC-MS: m/z: 642.1 (M+H)...